Dataset: the Open Reaction Database (ORD), a public repository of structured organic reaction records. Task: describe an organic reaction: reactants, conditions, products, and yield The reactants are CC(C)(C)OC(=O)C(C)(C)Sc1nc(CCOc2ncc(Br)cn2)cs1, OB(O)Oc1ccc(OC(F)(F)F)cc1, [Na+], [Na+], O=C([O-])[O-], C1COCCO1, O, c1ccc(P(c2ccccc2)(c2ccccc2)[Pd](P(c2ccccc2)(c2ccccc2)c2ccccc2)(P(c2ccccc2)(c2ccccc2)c2ccccc2)P(c2ccccc2)(c2ccccc2)c2ccccc2)cc1. Product: CC(C)(C)OC(=O)C(C)(C)Sc1nc(CCOc2ncc(-c3ccc(OC(F)(F)F)cc3)cn2)cs1. Reaction SMILES: [C:1]([CH3:2])([CH3:3])([CH3:4])[O:5][C:6]([C:7]([CH3:8])([CH3:9])[S:10][c:11]1[s:12][cH:13][c:14]([CH2:16][CH2:17][O:18][c:19]2[n:20][cH:21][c:22]([Br:25])[cH:23][n:24]2)[n:15]1)=[O:26].[F:27][C:28]([O:29][c:30]1[cH:31][cH:32][c:33]([O:36][B:37]([OH:38])[OH:39])[cH:34][cH:35]1)([F:40])[F:41].[Na+:42].[Na+:43].[O-:44][C:45](=[O:46])[O-:47].[O:49]1[CH2:50][CH2:51][O:52][CH2:53][CH2:54]1.[OH2:48].[cH:55]1[cH:56][cH:57][c:58]([P:59]([Pd:60]([P:61]([c:62]2[cH:63][cH:64][cH:65][cH:66][cH:67]2)([c:68]2[cH:69][cH:70][cH:71][cH:72][cH:73]2)[c:74]2[cH:75][cH:76][cH:77][cH:78][cH:79]2)([P:80]([c:81]2[cH:82][cH:83][cH:84][cH:85][cH:86]2)([c:87]2[cH:88][cH:89][cH:90][cH:91][cH:92]2)[c:93]2[cH:94][cH:95][cH:96][cH:97][cH:98]2)[P:99]([c:100]2[cH:101][cH:102][cH:103][cH:104][cH:105]2)([c:106]2[cH:107][cH:108][cH:109][cH:110][cH:111]2)[c:112]2[cH:113][cH:114][cH:115][cH:116][cH:117]2)([c:118]2[cH:119][cH:120][cH:121][cH:122][cH:123]2)[c:124]2[cH:125][cH:126][cH:127][cH:128][cH:129]2)[cH:130][cH:131]1>>[C:1]([CH3:2])([CH3:3])([CH3:4])[O:5][C:6]([C:7]([CH3:8])([CH3:9])[S:10][c:11]1[s:12][cH:13][c:14]([CH2:16][CH2:17][O:18][c:19]2[n:20][cH:21][c:22](-[c:33]3[cH:32][cH:31][c:30]([O:29][C:28]([F:27])([F:40])[F:41])[cH:35][cH:34]3)[cH:23][n:24]2)[n:15]1)=[O:26].